Dataset: the Open Reaction Database (ORD), a public repository of structured organic reaction records. Task: describe an organic reaction: reactants, conditions, products, and yield Starting materials: CCCCc1cn(C(C)(C)C)sc1=N, O=C(O)C1CC(=O)N(c2ccccc2)C1. The product is CCCCc1cn(C(C)(C)C)sc1=NC(=O)C1CC(=O)N(c2ccccc2)C1. Reaction SMILES: [C:1]([CH3:2])([CH3:3])([CH3:4])[n:5]1[s:6][c:7](=[NH:14])[c:8]([CH2:10][CH2:11][CH2:12][CH3:13])[cH:9]1.[O:15]=[C:16]1[CH2:17][CH:18]([C:27](=[O:28])[OH:29])[CH2:19][N:20]1[c:21]1[cH:22][cH:23][cH:24][cH:25][cH:26]1>>[C:1]([CH3:2])([CH3:3])([CH3:4])[n:5]1[s:6][c:7](=[N:14][C:27]([CH:18]2[CH2:17][C:16](=[O:15])[N:20]([c:21]3[cH:22][cH:23][cH:24][cH:25][cH:26]3)[CH2:19]2)=[O:28])[c:8]([CH2:10][CH2:11][CH2:12][CH3:13])[cH:9]1. Starting materials: BrC1=C(C=C(C(=O)O)C=C1)C (4-bromo-3-methylbenzoic acid), CN(CCN)C (N,N-dimethylethylenediamine), Cl.C(C)N=C=NCCCN(C)C (1-ethyl-3-(3-(dimethylamino)propyl)carbodiimide hydrochloride). Reagents/catalysts: CN(C1=CC=NC=C1)C (4-dimethylaminopyridine). Solvent: ClCCl (dichloromethane), C(C)(=O)OCC (ethyl acetate). Run at time 4 hour. Product: BrC1=C(C=C(C(=O)NCCN(C)C)C=C1)C (4-bromo-N-(2-(dimethylamino)ethyl)-3-methylbenzamide). Reaction SMILES: [Br:1][C:2]1[CH:10]=[CH:9][C:5]([C:6]([OH:8])=O)=[CH:4][C:3]=1[CH3:11].[CH3:12][N:13]([CH3:17])[CH2:14][CH2:15][NH2:16].Cl.C(N=C=NCCCN(C)C)C>CN(C)C1C=CN=CC=1.ClCCl.C(OCC)(=O)C>[Br:1][C:2]1[CH:10]=[CH:9][C:5]([C:6]([NH:16][CH2:15][CH2:14][N:13]([CH3:17])[CH3:12])=[O:8])=[CH:4][C:3]=1[CH3:11] |f:2.3|. Reported procedure: A mixture of 4-bromo-3-methylbenzoic acid (430 mg), N,N-dimethylethylenediamine (180 mg), 1-ethyl-3-(3-(dimethylamino)propyl)carbodiimide hydrochloride (600 mg) and 4-dimethylaminopyridine (244 mg) in dichloromethane (20 mL) was stirred at ambient temperature for 4 hours, diluted with ethyl acetate (200 mL), washed with water and brine, and dried (Na2SO4), filtered and concentrated. The concentrate was purified by flash column chromatography with 10% ethyl acetate in ammonia saturated dichlorome... Starting materials: NC1=CC=C(CN2CCOCC2)C=C1 (4-(4-aminobenzyl)morpholine), 22, CO (methanol). Reaction conditions: time 1 hour. Product: N1(CCOCC1)CC1=CC=C(C=C1)NC1CCOCC1 (N-[4-(4-morpholinylmethyl)phenyl]tetrahydro-2H-pyran-4-amine). RXN SMILES: [NH2:1][C:2]1[CH:14]=[CH:13][C:5]([CH2:6][N:7]2[CH2:12][CH2:11][O:10][CH2:9][CH2:8]2)=[CH:4][CH:3]=1.[CH3:15][OH:16]>>[N:7]1([CH2:6][C:5]2[CH:13]=[CH:14][C:2]([NH:1][CH:2]3[CH2:3][CH2:4][O:16][CH2:15][CH2:14]3)=[CH:3][CH:4]=2)[CH2:12][CH2:11][O:10][CH2:9][CH2:8]1. Procedure: A flask containing 4-(4-aminobenzyl)morpholine from Preparation No. 22 (0.48 g) is treated with methanol (5 mL) and a few dozen dry molecular sieves (3 Å). The mixture is treated with acetic acid (1 mL) and terahydro-4H-pyran-4-one (0.24 mL). After 1 hour, the mixture is carefully treated with sodium cyanoborohydride (0.6 g) and heated to reflux under an argon atmosphere. After 1 hour, the mixture is cooled to room temperature and filtered with methanol washes. The filtrate is diluted with dieth... Reactants: N(=NC(=O)OCC)C(=O)OCC (diethyl azodicarboxylate), C(C=C)OC(=O)O[C@H](C)[C@@H]1[C@@H]2N(C(=C([C@@H]2C)CO)C(=O)OCC=C)C1=O (allyl (1S,5R,6S)-6-[1(R)-allyloxycarbonyloxyethyl]-2-hydroxymethyl-1-methyl-carbapen-2-em-3-carboxylate), N1S(CC2=C1C=CC=C2)(=O)=O (1,3-dihydro-benzo[c]isothiazole 2,2-dioxide), C1(=CC=CC=C1)P(C1=CC=CC=C1)C1=CC=CC=C1 (triphenylphosphine). The solvent is O1CCCC1 (tetrahydrofuran), C(C)(=O)OCC (ethyl acetate), ClCCl (dichloromethane). Reaction conditions: temperature 2.5 celsius, time 30 minute. Yields the product C(C=C)OC(=O)O[C@H](C)[C@@H]1[C@@H]2N(C(=C([C@@H]2C)CN2S(CC3=C2C=CC=C3)(=O)=O)C(=O)OCC=C)C1=O (allyl (1S,5R,6S)-6-[1(R)-allyloxycarbonyloxy-ethyl]-2-(2,2-dioxo-2,3-dihydro-benzo [c]isothiazol-1-yl-methyl)-1-methyl-carbapen-2-em-3-carboxylate). Yield: 41.5%. Reaction SMILES: [CH2:1]([O:4][C:5]([O:7][C@@H:8]([C@H:10]1[C:25](=[O:26])[N:12]2[C:13]([C:19]([O:21][CH2:22][CH:23]=[CH2:24])=[O:20])=[C:14]([CH2:17]O)[C@H:15]([CH3:16])[C@H:11]12)[CH3:9])=[O:6])[CH:2]=[CH2:3].[NH:27]1[C:31]2[CH:32]=[CH:33][CH:34]=[CH:35][C:30]=2[CH2:29][S:28]1(=[O:37])=[O:36].C1(P(C2C=CC=CC=2)C2C=CC=CC=2)C=CC=CC=1.N(C(OCC)=O)=NC(OCC)=O>O1CCCC1.ClCCl.C(OCC)(=O)C>[CH2:1]([O:4][C:5]([O:7][C@@H:8]([C@H:10]1[C:25](=[O:26])[N:12]2[C:13]([C:19]([O:21][CH2:22][CH:23]=[CH2:24])=[O:20])=[C:14]([CH2:17][N:27]3[C:31]4[CH:32]=[CH:33][CH:34]=[CH:35][C:30]=4[CH2:29][S:28]3(=[O:36])=[O:37])[C@H:15]([CH3:16])[C@H:11]12)[CH3:9])=[O:6])[CH:2]=[CH2:3]. Reported procedure: A solution of allyl (1S,5R,6S)-6-[1(R)-allyloxycarbonyloxyethyl]-2-hydroxymethyl-1-methyl-carbapen-2-em-3-carboxylate (25.5 mg, 0.07 mmol), 1,3-dihydro-benzo[c]isothiazole 2,2-dioxide (13 mg, 0.077 mmol), and triphenylphosphine (28 mg, 0.105 mmol) in anhydrous tetrahydrofuran (0.4 mL) was cooled in an ice bath and treated with diethyl azodicarboxylate (0.017 mL, 0.105 mmol). The mixture was stirred at 0-5° C. for 30 minutes, then streaked onto a 1 mm×20 cm×20 cm silica gel GF plates. The plates ... The reactants are [Br-], CC[Mg+], CCOCC, CC(C)N(C(C)C)C(C)C#N, O. Product: CCC(C)N(C(C)C)C(C)C. RXN SMILES: [Br-:12].[CH2:13]([Mg+:14])[CH3:15].[CH3:17][CH2:18][O:19][CH2:20][CH3:21].[CH:1]([CH3:2])([CH3:3])[N:4]([CH:5]([C:6]#[N:7])[CH3:8])[CH:9]([CH3:10])[CH3:11].[OH2:16]>>[CH:1]([CH3:2])([CH3:3])[N:4]([CH:5]([CH2:6][CH3:13])[CH3:8])[CH:9]([CH3:10])[CH3:11]. Starting materials: COC1=NOC(=C1)C(=O)O (3-methoxyisoxazole-5-carboxylic acid), C(C(=O)Cl)(=O)Cl (oxalyl chloride). Reagents/catalysts: CN(C)C=O (DMF). Solvent: C1CCOC1 (THF). Conditions: time 3 hour. Yields the product COC1=NOC(=C1)C(=O)Cl (3-Methoxyisoxazole-5-carbonyl Chloride). Yield: 88.7%. RXN SMILES: [CH3:1][O:2][C:3]1[CH:7]=[C:6]([C:8]([OH:10])=O)[O:5][N:4]=1.C(Cl)(=O)C([Cl:14])=O>C1COCC1.CN(C=O)C>[CH3:1][O:2][C:3]1[CH:7]=[C:6]([C:8]([Cl:14])=[O:10])[O:5][N:4]=1. Reported procedure: To a solution of 3-methoxyisoxazole-5-carboxylic acid (420 mg, 3 mmol) in THF (15 mL) and DMF (5 drop) was added dropwise oxalyl chloride (650 μL, 7 mmol) at 0° C. The mixture was then stirred at room temperature for 3 hours. The solution was concentrated in vacuo to yield the title compound as a light yellow oil (430 mg). The reactants are COc1cccc(C2(O)CCCNC2)c1, O=C(Cl)Cc1ccccc1. Product: COc1cccc(C2(O)CCCN(C(=O)Cc3ccccc3)C2)c1. Reaction SMILES: [CH3:11][O:12][c:13]1[cH:14][c:15]([C:19]2([OH:25])[CH2:20][NH:21][CH2:22][CH2:23][CH2:24]2)[cH:16][cH:17][cH:18]1.[c:1]1([CH2:7][C:8](=[O:9])[Cl:10])[cH:2][cH:3][cH:4][cH:5][cH:6]1>>[c:1]1([CH2:7][C:8](=[O:9])[N:21]2[CH2:20][C:19]([c:15]3[cH:14][c:13]([O:12][CH3:11])[cH:18][cH:17][cH:16]3)([OH:25])[CH2:24][CH2:23][CH2:22]2)[cH:2][cH:3][cH:4][cH:5][cH:6]1. Reactants: N1=CN=C(C2=C1CCC2)NC2=CC=C(C=C2)C(\C=C\CC2CCN(CC2)CC2=CC=CC=C2)=O ((E)-N-(5,6-dihydro-7H-cyclopenta[d]pyrimidin-4-yl)-4-[4-(1-benzylpiperidin-4-yl)-2-butenoyl]aniline). Reagents/catalysts: [Pt]=O (platinum oxide). Solvent: C(C)O (ethanol). Conditions: time 45 minute. Yields the product N1=CN=C(C2=C1CCC2)NC2=CC=C(C=C2)C(CCCC2CCN(CC2)CC2=CC=CC=C2)=O (N-(5,6-dihydro-7H-cyclopenta[d]pyrimidin-4-yl)-4-[4-(1-benzylpiperidin-4-yl)butanoyl]aniline). The yield is 78.8%. Reaction SMILES: [N:1]1[C:6]2[CH2:7][CH2:8][CH2:9][C:5]=2[C:4]([NH:10][C:11]2[CH:16]=[CH:15][C:14]([C:17](=[O:34])/[CH:18]=[CH:19]/[CH2:20][CH:21]3[CH2:26][CH2:25][N:24]([CH2:27][C:28]4[CH:33]=[CH:32][CH:31]=[CH:30][CH:29]=4)[CH2:23][CH2:22]3)=[CH:13][CH:12]=2)=[N:3][CH:2]=1>[Pt]=O.C(O)C>[N:1]1[C:6]2[CH2:7][CH2:8][CH2:9][C:5]=2[C:4]([NH:10][C:11]2[CH:12]=[CH:13][C:14]([C:17](=[O:34])[CH2:18][CH2:19][CH2:20][CH:21]3[CH2:26][CH2:25][N:24]([CH2:27][C:28]4[CH:29]=[CH:30][CH:31]=[CH:32][CH:33]=4)[CH2:23][CH2:22]3)=[CH:15][CH:16]=2)=[N:3][CH:2]=1. Procedure details: 30 ml of ethanol and 0.1 g of platinum oxide were added to 0.24 g of (E)-N-(5,6-dihydro-7H-cyclopenta[d]pyrimidin-4-yl)-4-[4-(1-benzylpiperidin-4-yl)-2-butenoyl]aniline, and the mixture was stirred at room temperature under a hydrogen stream for 45 minutes. After removing the solid by filtration, the solvent was removed by distillation and the obtained residue was applied to silica gel column chromatography to obtain 0.19 g of the title compound as white powder. The reactants are Cc1ccc(S(=O)(=O)OCC2Cc3ccc(NC(=O)OC(C)(C)C)cc3C2)cc1, [I-], [Li+], CN(C)C=O. Product: CC(C)(C)OC(=O)Nc1ccc2c(c1)CC(CI)C2. RXN SMILES: [C:1]([CH3:2])([CH3:3])([CH3:4])[O:5][C:6](=[O:7])[NH:8][c:9]1[cH:10][c:11]2[c:15]([cH:16][cH:17]1)[CH2:14][CH:13]([CH2:18][O:19][S:20]([c:21]1[cH:22][cH:23][c:24]([CH3:25])[cH:26][cH:27]1)(=[O:28])=[O:29])[CH2:12]2.[I-:30].[Li+:31].[O:32]=[CH:33][N:34]([CH3:35])[CH3:36]>>[C:1]([CH3:2])([CH3:3])([CH3:4])[O:5][C:6](=[O:7])[NH:8][c:9]1[cH:10][c:11]2[c:15]([cH:16][cH:17]1)[CH2:14][CH:13]([CH2:18][I:30])[CH2:12]2.